From a dataset of the Open Reaction Database (ORD), a public repository of structured organic reaction records. describe an organic reaction: reactants, conditions, products, and yield Starting materials: CCCCCCCCCCCCCCCCCCCC(O)(CCCCCCCCCC)CCCCCCCCCCCCCC, ClCCl, [Ca+2], [Cl-], [Cl-], Cl. Product: CCCCCCCCCCCCCCCCCCCC(Cl)(CCCCCCCCCC)CCCCCCCCCCCCCC. Reaction SMILES: [CH2:1]([CH2:2][CH2:3][CH2:4][CH2:5][CH2:6][CH2:7][CH2:8][CH2:9][CH2:10][CH2:11][CH2:12][CH2:13][CH2:14][CH2:15][CH2:16][CH2:17][CH2:18][CH3:19])[C:20]([OH:21])([CH2:22][CH2:23][CH2:24][CH2:25][CH2:26][CH2:27][CH2:28][CH2:29][CH2:30][CH3:31])[CH2:32][CH2:33][CH2:34][CH2:35][CH2:36][CH2:37][CH2:38][CH2:39][CH2:40][CH2:41][CH2:42][CH2:43][CH2:44][CH3:45].[CH2:50]([Cl:51])[Cl:52].[Ca+2:48].[Cl-:46].[Cl-:47].[ClH:49]>>[CH2:1]([CH2:2][CH2:3][CH2:4][CH2:5][CH2:6][CH2:7][CH2:8][CH2:9][CH2:10][CH2:11][CH2:12][CH2:13][CH2:14][CH2:15][CH2:16][CH2:17][CH2:18][CH3:19])[C:20]([CH2:22][CH2:23][CH2:24][CH2:25][CH2:26][CH2:27][CH2:28][CH2:29][CH2:30][CH3:31])([CH2:32][CH2:33][CH2:34][CH2:35][CH2:36][CH2:37][CH2:38][CH2:39][CH2:40][CH2:41][CH2:42][CH2:43][CH2:44][CH3:45])[Cl:46].